The task is: describe an organic reaction: reactants, conditions, products, and yield. This data is from the Open Reaction Database (ORD), a public repository of structured organic reaction records. Starting materials: C=CC (propylene), CC=1C=C(C=C(C1)C)O (3,5-dimethylphenol), C1(=CC=C(C=C1)S(=O)(=O)O)C (p-toluene sulphonic acid). Conditions: time 3 hour. Product: CC=1C(=C(C=C(C1)C)O)C(C)C (3,5-dimethyl-2-isopropylphenol). The yield is 23.2%. As a reaction SMILES: [CH2:1]=[CH:2][CH3:3].[CH3:4][C:5]1[CH:6]=[C:7]([OH:12])[CH:8]=[C:9]([CH3:11])[CH:10]=1.C1(C)C=CC(S(O)(=O)=O)=CC=1>>[CH3:1][C:2]1[C:8]([CH:9]([CH3:11])[CH3:10])=[C:7]([OH:12])[CH:6]=[C:5]([CH3:4])[CH:3]=1. Reported procedure: 63 g of propylene are introduced into 244 g of 3,5-dimethylphenol and 22 g of p-toluene sulphonic acid at 120° C. Thereupon the mixture is stirred at this temperature for 3 h. The catalyst is removed by washing with sodium hydrogen carbonate solution. Then the mixture is fractionated. At boiling point 120° C (12 mm Hg) 57 g of 3,5-dimethyl-2-isopropylphenol are obtained. Reactants: ON(C(C(C1=CC=C(C=C1)C1=CC=C(C=C1)OCC1=NC2=C(N1C)C=CC=C2)C)=O)C (N-hydroxy-N,α-dimethyl-4'-[(1-methyl-1H-benzimidazol-2-yl)methoxy]-[1,1'-biphenyl]-4-acetamide), Cl (hydrogen chloride). The solvent is CO (methanol), C(C)OCC (diethyl ether). Product: Cl.ON(C(C(C1=CC=C(C=C1)C1=CC=C(C=C1)OCC1=NC2=C(N1C)C=CC=C2)C)=O)C (N-Hydroxy-N,α-dimethyl-4'-[(1-methyl-1H-benzimidazol-2-yl)methoxy]-[1,1'-biphenyl]-4-acetamide, hydrochloride salt). The yield is 92.2%. As a reaction SMILES: [OH:1][N:2]([CH3:31])[C:3](=[O:30])[CH:4]([CH3:29])[C:5]1[CH:10]=[CH:9][C:8]([C:11]2[CH:16]=[CH:15][C:14]([O:17][CH2:18][C:19]3[N:23]([CH3:24])[C:22]4[CH:25]=[CH:26][CH:27]=[CH:28][C:21]=4[N:20]=3)=[CH:13][CH:12]=2)=[CH:7][CH:6]=1.[ClH:32]>CO.C(OCC)C>[ClH:32].[OH:1][N:2]([CH3:31])[C:3](=[O:30])[CH:4]([CH3:29])[C:5]1[CH:10]=[CH:9][C:8]([C:11]2[CH:12]=[CH:13][C:14]([O:17][CH2:18][C:19]3[N:23]([CH3:24])[C:22]4[CH:25]=[CH:26][CH:27]=[CH:28][C:21]=4[N:20]=3)=[CH:15][CH:16]=2)=[CH:7][CH:6]=1 |f:4.5|. Procedure details: A solution containing N-hydroxy-N,α-dimethyl-4'-[(1-methyl-1H-benzimidazol-2-yl)methoxy]-[1,1'-biphenyl]-4-acetamide (0.2 g, 0.48 mmol) in warm methanol (100 mL) is treated with 1M hydrogen chloride in diethyl ether (3 mL). The solution is concentrated under reduced pressure to a solid residue. This material is crystallized from a mixture of ethanol and diethyl ether to give 0.2 g (92.2%) of white crystalline product, m.p. 131° C. (dec.). Reactants: C(=O)C1=CNC2=CC=C(C=C12)C1=CC2=C(NC=N2)C=C1 (5-(3-formylindol-5-yl)-1H-benzimidazole), C(C)(=O)[O-].[NH4+] (ammonium acetate), [N+](=O)([O-])C (nitromethane), CN(C=O)C (N,N-dimethylformamide). Yields the product [N+](=O)([O-])C=CC1=CNC2=CC=C(C=C12)C1=CC2=C(NC=N2)C=C1 (5-[3-(2-Nitroethenyl)indol-5-yl]-1H-benzimidazole). Reported procedure: A mixture of 5-(3-formylindol-5-yl)-1H-benzimidazole (0.40 g, 1.53 mmol) and ammonium acetate (50 mg) in a solution of nitromethane (10 mL), N,N-dimethylformamide (5 mL), and dimethyl sulfoxide (1 mL) was heated at reflux under nitrogen for 4 hours. The resulting reaction mixture was cooled to room temperature and filtered to afford the title compound (0.40 g, 86%) as a yellow solid: mp >280° C.; 13C NMR (DMSO-d6) δ 146.9, 145.3, 144.3, 137.4, 136.6, 135.5, 134.2, 132.1, 129.8, 127.8, 125.0, 119... Reaction SMILES: [CH:1]([C:3]1[C:11]2[C:6](=[CH:7][CH:8]=[C:9]([C:12]3[CH:20]=[CH:19][C:15]4[NH:16][CH:17]=[N:18][C:14]=4[CH:13]=3)[CH:10]=2)[NH:5][CH:4]=1)=O.C([O-])(=O)C.[NH4+].[N+:26]([CH3:29])([O-:28])=[O:27].CN(C)C=O>CS(C)=O>[N+:26]([CH:29]=[CH:1][C:3]1[C:11]2[C:6](=[CH:7][CH:8]=[C:9]([C:12]3[CH:20]=[CH:19][C:15]4[NH:16][CH:17]=[N:18][C:14]=4[CH:13]=3)[CH:10]=2)[NH:5][CH:4]=1)([O-:28])=[O:27] |f:1.2|. Solvent: CS(=O)C (dimethyl sulfoxide). Yield: 86.0%. Reactants: [Al+3], ClCCl, COC(=O)c1ccc2[nH]c(C)cc2c1, [Cl-], [Cl-], [Cl-], O=C(Cl)c1ccc(Cl)cc1Cl, O. The product is COC(=O)c1ccc2[nH]c(C)c(C(=O)c3ccc(Cl)cc3Cl)c2c1. As a reaction SMILES: [Al+3:2].[CH2:31]([Cl:32])[Cl:33].[CH3:16][O:17][C:18](=[O:19])[c:20]1[cH:21][c:22]2[cH:23][c:24]([CH3:29])[nH:25][c:26]2[cH:27][cH:28]1.[Cl-:1].[Cl-:3].[Cl-:4].[Cl:5][c:6]1[c:7]([C:8](=[O:9])[Cl:10])[cH:11][cH:12][c:13]([Cl:15])[cH:14]1.[OH2:30]>>[Cl:5][c:6]1[c:7]([C:8](=[O:9])[c:23]2[c:22]3[cH:21][c:20]([C:18]([O:17][CH3:16])=[O:19])[cH:28][cH:27][c:26]3[nH:25][c:24]2[CH3:29])[cH:11][cH:12][c:13]([Cl:15])[cH:14]1. The reactants are [H][H] (hydrogen), C1(CC1)C1=CC(=NO1)C1=CC=NC=C1 (4-(5-cyclopropyl-3-isoxazolyl)pyridine). The reagents and catalysts are [Pt]=O (platinum oxide). The solvent is C(C)O (ethanol). The product is NC(=CC(=O)C1CC1)C1=CC=NC=C1 (3-amino-1-cyclopropyl-3-(4-pyridyl)-2-propen-1-one). Reaction SMILES: [CH:1]1([C:4]2[O:8][N:7]=[C:6]([C:9]3[CH:14]=[CH:13][N:12]=[CH:11][CH:10]=3)[CH:5]=2)[CH2:3][CH2:2]1.[H][H]>[Pt]=O.C(O)C>[NH2:7][C:6]([C:9]1[CH:10]=[CH:11][N:12]=[CH:13][CH:14]=1)=[CH:5][C:4]([CH:1]1[CH2:2][CH2:3]1)=[O:8]. Procedure details: A solution of 3 g. of 4-(5-cyclopropyl-3-isoxazolyl)pyridine in 50 ml. of ethanol is treated with 0.5 g. of platinum oxide and the mixture is treated with hydrogen on a Parr apparatus at 44 psi for 5 hours at 25° C. The mixture is filtered and the filtrate is evaporated to dryness under reduced pressure to give a semi-solid residue which is recrystallized from ethyl acetate to give light tan crystals, melting point 159°-166° C.